From a dataset of the Open Reaction Database (ORD), a public repository of structured organic reaction records. describe an organic reaction: reactants, conditions, products, and yield Starting materials: C(=O)NCN(CC1CCCCC1)C (N-Formylaminomethylcyclohexyldimethylamine), [H-].[Al+3].[Li+].[H-].[H-].[H-] (lithium aluminium hydride), [H-].[Al+3].[Li+].[H-].[H-].[H-] (lithium aluminium hydride), [OH-].[Na+] (sodium hydroxide), Cl (hydrochloric acid). Run in C(C)O.CCOCC (ethanol ether), CCOCC (ether), O (water), O (water), CCOCC (ether). Product: Cl.Cl.CNCN(CC1CCCCC1)C (N-methylaminomethylcyclohexyldimethylamine dihydrochloride). RXN SMILES: [CH:1]([NH:3][CH2:4][N:5]([CH3:13])[CH2:6][CH:7]1[CH2:12][CH2:11][CH2:10][CH2:9][CH2:8]1)=O.[H-].[Al+3].[Li+].[H-].[H-].[H-].[OH-].[Na+].[ClH:22]>CCOCC.C(O)C.CCOCC.O>[ClH:22].[ClH:22].[CH3:1][NH:3][CH2:4][N:5]([CH3:13])[CH2:6][CH:7]1[CH2:12][CH2:11][CH2:10][CH2:9][CH2:8]1 |f:1.2.3.4.5.6,7.8,11.12,14.15.16|. Reported procedure: N-Formylaminomethylcyclohexyldimethylamine prepared as in Example 3 (9.0 g. 0.05 mole) was dissolved in dry ether (100 ml) and added dropwise to a stirred suspension of lithium aluminium hydride (3.8 g. 0.1 mole) in dry ether (200 ml). The suspension was refluxed for 24 hr. and excess lithium aluminium hydride decomposed by dropwise addition of water (8 ml), 30% sodium hydroxide solution (6 ml), and water (28 ml). The ether layer was separated, dried (Na2SO4), and evaporated to give a colourless...